This data is from the Open Reaction Database (ORD), a public repository of structured organic reaction records. The task is: describe an organic reaction: reactants, conditions, products, and yield Reactants: FC(S(=O)(=O)OS(=O)(=O)C(F)(F)F)(F)F (trifluoromethanesulphonic anhydride), FC(C1=CC=C(C(=O)C(C#N)C#N)C=C1)(F)F (2-(4-trifluoromethylbenzoyl)propanedinitrile), N1=C(C=C(C=C1C)C)C (collidine), Cl.C(C)(C)(C)NN (tert-butyl hydrazine hydrochloride), C([O-])([O-])=O.[Na+].[Na+] (sodium carbonate). The solvent is C(Cl)Cl (CH2Cl2), C1CCOC1 (THF). Conditions: time 2 hour. Yields the product NC1=C(C(=NN1C(C)(C)C)C1=CC=C(C=C1)C(F)(F)F)C#N (5-Amino-1-tert-butyl-4-cyano-3-(4'-trifluoromethylphenyl)pyrazole). The yield is 31.8%. RXN SMILES: [F:1][C:2]([F:17])([F:16])[C:3]1[CH:15]=[CH:14][C:6]([C:7]([CH:9]([C:12]#[N:13])[C:10]#[N:11])=O)=[CH:5][CH:4]=1.N1C(C)=CC(C)=CC=1C.FC(F)(F)S(OS(C(F)(F)F)(=O)=O)(=O)=O.Cl.[C:43]([NH:47][NH2:48])([CH3:46])([CH3:45])[CH3:44].C(=O)([O-])[O-].[Na+].[Na+]>C(Cl)Cl.C1COCC1>[NH2:11][C:10]1[N:47]([C:43]([CH3:46])([CH3:45])[CH3:44])[N:48]=[C:7]([C:6]2[CH:14]=[CH:15][C:3]([C:2]([F:17])([F:16])[F:1])=[CH:4][CH:5]=2)[C:9]=1[C:12]#[N:13] |f:3.4,5.6.7|. Procedure details: To a solution of 2-(4-trifluoromethylbenzoyl)propanedinitrile (1.70 g, 7.15 mmol) in CH2Cl2 (60 ml), was added collidine (1.89 ml, 14.3 mmol) followed by trifluoromethanesulphonic anhydride (1.45 ml, 8.58 mmol) and the mixture stirred at room temperature for 2 h. The reaction was concentrated under reduced pressure and the residue dissolved in THF (100 ml). This was added to a suspension of tert-butyl hydrazine hydrochloride (0.98 g, 7.86 mmol) and sodium carbonate (1.14 g, 10.73 mmol) in THF an...